This data is from the Open Reaction Database (ORD), a public repository of structured organic reaction records. The task is: describe an organic reaction: reactants, conditions, products, and yield Reactants: C#CCNCCC=O, O=C=Nc1nnc(C2CC2)s1, c1ccccc1. Yields the product C#CCN(CCC=O)C(=O)Nc1nnc(C2CC2)s1. Reaction SMILES: [CH2:12]([C:13]#[CH:14])[NH:15][CH2:16][CH2:17][CH:18]=[O:19].[CH:1]1([c:4]2[n:5][n:6][c:7]([N:9]=[C:10]=[O:11])[s:8]2)[CH2:2][CH2:3]1.[cH:20]1[cH:21][cH:22][cH:23][cH:24][cH:25]1>>[CH:1]1([c:4]2[n:5][n:6][c:7]([NH:9][C:10](=[O:11])[N:15]([CH2:12][C:13]#[CH:14])[CH2:16][CH2:17][CH:18]=[O:19])[s:8]2)[CH2:2][CH2:3]1. The product is CNCCOc1cc(Cl)ccc1Oc1ccccc1CCCl. As a reaction SMILES: [CH3:27][c:28]1[cH:29][cH:30][cH:31][cH:32][cH:33]1.[Cl:5][c:6]1[cH:7][c:8]([O:22][CH2:23][CH2:24][NH:25][CH3:26])[c:9]([O:10][c:11]2[c:12]([CH2:17][CH2:18][OH:19])[cH:13][cH:14][cH:15][cH:16]2)[cH:20][cH:21]1.[S:1]([Cl:2])([Cl:3])=[O:4]>>[Cl:3][CH2:18][CH2:17][c:12]1[c:11]([O:10][c:9]2[c:8]([O:22][CH2:23][CH2:24][NH:25][CH3:26])[cH:7][c:6]([Cl:5])[cH:21][cH:20]2)[cH:16][cH:15][cH:14][cH:13]1. The reactants are Cc1ccccc1, CNCCOc1cc(Cl)ccc1Oc1ccccc1CCO, O=S(Cl)Cl. Reactants: NO, O=C1OC(=O)c2cc(Nc3ccccc3)c(Nc3ccccc3)cc21, C1CCOC1, O. Yields the product O=C1c2cc(Nc3ccccc3)c(Nc3ccccc3)cc2C(=O)N1O. RXN SMILES: [NH2:26][OH:27].[NH:1]([c:2]1[cH:3][cH:4][cH:5][cH:6][cH:7]1)[c:8]1[cH:9][c:10]2[c:11]([cH:17][c:18]1[NH:19][c:20]1[cH:21][cH:22][cH:23][cH:24][cH:25]1)[C:12](=[O:13])[O:14][C:15]2=[O:16].[O:28]1[CH2:29][CH2:30][CH2:31][CH2:32]1.[OH2:33]>>[NH:1]([c:2]1[cH:3][cH:4][cH:5][cH:6][cH:7]1)[c:8]1[cH:9][c:10]2[c:11]([cH:17][c:18]1[NH:19][c:20]1[cH:21][cH:22][cH:23][cH:24][cH:25]1)[C:12](=[O:14])[N:26]([OH:27])[C:15]2=[O:16]. Starting materials: NC1=C(C=C(C=O)C=C1OC)OC (4-amino-3,5-dimethoxy-benzaldehyde), C(C)(=O)OC(C)=O (acetic anhydride). Run in C(=O)O (formic acid). Run at temperature 10 celsius, time 2 hour. The product is COC1=C(NC=O)C(=CC(=C1)C=O)OC (2',6'-dimethoxy-4'-formyl-formanilide). Reaction SMILES: [NH2:1][C:2]1[C:9]([O:10][CH3:11])=[CH:8][C:5]([CH:6]=[O:7])=[CH:4][C:3]=1[O:12][CH3:13].[C:14](OC(=O)C)(=[O:16])C>C(O)=O>[CH3:13][O:12][C:3]1[CH:4]=[C:5]([CH:6]=[O:7])[CH:8]=[C:9]([O:10][CH3:11])[C:2]=1[NH:1][CH:14]=[O:16]. Procedure: A solution (cooled to 10° C.) of 18.1 g. of 4-amino-3,5-dimethoxy-benzaldehyde in 210 ml. of 98% formic acid was treated dropwise with 70 ml. of acetic anhydride with stirring and the temperature was maintained below 15° C. The solution was then stirred for 2 hours at room temperature, treated with 80 ml. of water and evaporated to dryness under vacuum. The residue was washed with water, recrystallized from alcohol and there was obtained 2',6'-dimethoxy-4'-formyl-formanilide having a melting poi...